Dataset: the Open Reaction Database (ORD), a public repository of structured organic reaction records. Task: describe an organic reaction: reactants, conditions, products, and yield Starting materials: [Cl-].[NH4+] (ammonium chloride), CS(=O)(=O)O[C@H]1C[C@@H]2OC(OC[C@H]2OC1)C1=CC=CC=C1 ((4aR,7S,8aS)-2-phenylhexahydropyrano[3,2-d][1,3]dioxin-7-yl methanesulfonate), C(C)(=S)[O-].[K+] (potassium thioacetate), thioester, resultant white solid, [Na] (sodium). Run in CN(C)C=O (DMF), CO (methanol), CO (methanol). Run at temperature 80 celsius, time 30 minute. The product is C1(=CC=CC=C1)C1OC[C@@H]2[C@@H](O1)C[C@H](CO2)S ((4aR,7R,8aS)-2-phenylhexahydropyrano[3,2-d][1,3]dioxine-7-thiol). Reaction SMILES: CS(O[C@@H:6]1[CH2:15][O:14][C@H:13]2[C@@H:8]([O:9][CH:10]([C:16]3[CH:21]=[CH:20][CH:19]=[CH:18][CH:17]=3)[O:11][CH2:12]2)[CH2:7]1)(=O)=O.C([O-])(=[S:24])C.[K+].[Na].[Cl-].[NH4+]>CN(C=O)C.CO>[C:16]1([CH:10]2[O:9][C@H:8]3[CH2:7][C@@H:6]([SH:24])[CH2:15][O:14][C@@H:13]3[CH2:12][O:11]2)[CH:21]=[CH:20][CH:19]=[CH:18][CH:17]=1 |f:1.2,4.5,^1:26|. Procedure: To a stirred solution of (4aR,7S,8aS)-2-phenylhexahydropyrano[3,2-d][1,3]dioxin-7-yl methanesulfonate (110 mg, 0.350 mmol) under nitrogen in anhydrous DMF (2.0 mL) was added potassium thioacetate (180 mg, 1.575 mmol). The mixture was degassed by pulling a vacuum and introducing nitrogen (3×). The mixture was heated at 80° C. for 5.5 hours. Upon cooling to room temperature, the mixture was diluted with diethyl ether (30 mL), and then washed with brine (20 mL). The aqueous layer was extracted agai... The reactants are solution, potassium bis(trimethylsilyl)aride, C1CCOC1 (THF), [Br-].C1(=CC=CC=C1)CCCC[P+](C1=CC=CC=C1)(C1=CC=CC=C1)C1=CC=CC=C1 ((4-Phenylbut-1-yl)triphenylphosphonium bromide), C(C1=CC=CC=C1)N1CCC(CC1)=O (1-benzyl4-piperidone), Cl (HCl). Solvent: C1(=CC=CC=C1)C (toluene), C1(=CC=CC=C1)C (toluene), C1(=CC=CC=C1)C (toluene). Product: C(C1=CC=CC=C1)N1CCC(CC1)=CCCCC1=CC=CC=C1 (1-Benzyl-4-(4-phenylbutylidene)piperidine). Isolated yield 58.7%. Reaction SMILES: C1COCC1.[Br-].[C:7]1([CH2:13][CH2:14][CH2:15][CH2:16][P+](C2C=CC=CC=2)(C2C=CC=CC=2)C2C=CC=CC=2)[CH:12]=[CH:11][CH:10]=[CH:9][CH:8]=1.[CH2:36]([N:43]1[CH2:48][CH2:47][C:46](=O)[CH2:45][CH2:44]1)[C:37]1[CH:42]=[CH:41][CH:40]=[CH:39][CH:38]=1.Cl>C1(C)C=CC=CC=1>[CH2:36]([N:43]1[CH2:48][CH2:47][C:46](=[CH:16][CH2:15][CH2:14][CH2:13][C:7]2[CH:8]=[CH:9][CH:10]=[CH:11][CH:12]=2)[CH2:45][CH2:44]1)[C:37]1[CH:42]=[CH:41][CH:40]=[CH:39][CH:38]=1 |f:1.2|. Procedure: A 0.62M solution of potassium bis(trimethylsilyl)aride in THF (180 mL, 112 mmol) in toluene (250 mL) was added to a mixture of (4-phenylbut-1-yl)triphenylphosphonium bromide from Step B (53 g) in toluene (250 mL) in an ice bath over 15 min with stirring under nitrogen. After stirring for a further 15 min, a solution of 1-benzyl4-piperidone (16.9 g) in toluene (100 mL) was added over 30 min with stirring. The reaction mixture was allowed to warm to rt over 15 h. The reaction mixture was then pour... The reactants are C1CCOC1, CN1CC2(CCC3(CC2)OCCO3)N(C)C1=O, Cl. The product is CN1CC2(CCC(=O)CC2)N(C)C1=O. As a reaction SMILES: [CH2:19]1[O:20][CH2:21][CH2:22][CH2:23]1.[CH3:1][N:2]1[C:3](=[O:17])[N:4]([CH3:16])[CH2:5][C:6]12[CH2:7][CH2:8][C:9]1([O:10][CH2:13][CH2:12][O:11]1)[CH2:14][CH2:15]2.[ClH:18]>>[CH3:1][N:2]1[C:3](=[O:17])[N:4]([CH3:16])[CH2:5][C:6]12[CH2:7][CH2:8][C:9](=[O:10])[CH2:14][CH2:15]2. Reactants: C#CCO, [K+], [OH-], Sc1ccccc1. Yields the product C=C(CO)Sc1ccccc1. RXN SMILES: [CH2:1]([C:2]#[CH:3])[OH:4].[K+:6].[OH-:5].[SH:7][c:8]1[cH:9][cH:10][cH:11][cH:12][cH:13]1>>[CH2:1]([C:2](=[CH2:3])[S:7][c:8]1[cH:9][cH:10][cH:11][cH:12][cH:13]1)[OH:4]. The product is COC(C(CCCCOc1ccccc1)n1cncn1)C(C)(C)C. Reaction SMILES: [CH3:1][C:2]([CH3:3])([CH:4]([CH:5]([CH2:6][CH2:7][CH2:8][CH2:9][O:10][c:11]1[cH:12][cH:13][cH:14][cH:15][cH:16]1)[n:17]1[n:18][cH:19][n:20][cH:21]1)[OH:22])[CH3:23].[CH3:26][I:27].[H-:24].[Na+:25].[O:29]=[CH:30][N:31]([CH3:32])[CH3:33].[OH2:28]>>[CH3:1][C:2]([CH3:3])([CH:4]([CH:5]([CH2:6][CH2:7][CH2:8][CH2:9][O:10][c:11]1[cH:12][cH:13][cH:14][cH:15][cH:16]1)[n:17]1[n:18][cH:19][n:20][cH:21]1)[O:22][CH3:26])[CH3:23]. Starting materials: CC(C)(C)C(O)C(CCCCOc1ccccc1)n1cncn1, CI, [H-], [Na+], CN(C)C=O, O. Starting materials: Cl.C1(CC1)COC1=C(C=C(C=C1)OC)C1=C2C(=NC=C1)C(=C(N2)C)C(=O)N[C@@H]2CNC[C@H]2O (7-[2-(cyclopropylmethoxy)-5-methoxyphenyl]-N-[(3R*,4R*)-4-hydroxypyrrolidin-3-yl]-2-methyl-1H-pyrrolo[3,2-b]pyridine-3-carboxamide hydrochloride), C(C)(=O)Cl (acetyl chloride). Product: C(C)(=O)N1C[C@H]([C@@H](C1)O)NC(=O)C1=C(NC=2C1=NC=CC2C2=C(C=CC(=C2)OC)OCC2CC2)C (N-[(3R*,4R*)-1-Acetyl-4-hydroxypyrrolidin-3-yl]-7-[2-(cyclopropylmethoxy)-5-methoxyphenyl]-2-methyl-1H-pyrrolo[3,2-b]pyridine-3-carboxamide). RXN SMILES: Cl.[CH:2]1([CH2:5][O:6][C:7]2[CH:12]=[CH:11][C:10]([O:13][CH3:14])=[CH:9][C:8]=2[C:15]2[CH:20]=[CH:19][N:18]=[C:17]3[C:21]([C:25]([NH:27][C@H:28]4[C@H:32]([OH:33])[CH2:31][NH:30][CH2:29]4)=[O:26])=[C:22]([CH3:24])[NH:23][C:16]=23)[CH2:4][CH2:3]1.[C:34](Cl)(=[O:36])[CH3:35]>>[C:34]([N:30]1[CH2:31][C@@H:32]([OH:33])[C@H:28]([NH:27][C:25]([C:21]2[C:17]3=[N:18][CH:19]=[CH:20][C:15]([C:8]4[CH:9]=[C:10]([O:13][CH3:14])[CH:11]=[CH:12][C:7]=4[O:6][CH2:5][CH:2]4[CH2:4][CH2:3]4)=[C:16]3[NH:23][C:22]=2[CH3:24])=[O:26])[CH2:29]1)(=[O:36])[CH3:35] |f:0.1|. Reported procedure: Starting from 7-[2-(cyclopropylmethoxy)-5-methoxyphenyl]-N-[(3R*,4R*)-4-hydroxypyrrolidin-3-yl]-2-methyl-1H-pyrrolo[3,2-b]pyridine-3-carboxamide hydrochloride (example D.f17) and commercially available acetyl chloride the title compound is obtained as colorless solid. Starting materials: CCOC=CC(=O)O, Cc1ccccc1, O=S(Cl)Cl. The product is CCOC=CC(=O)O, [Cl-]. Reaction SMILES: [CH2:1]([CH3:2])[O:3][CH:4]=[CH:5][C:6](=[O:7])[OH:8].[CH3:13][c:14]1[cH:15][cH:16][cH:17][cH:18][cH:19]1.[S:9]([Cl:10])([Cl:11])=[O:12]>>[CH2:1]([CH3:2])[O:3][CH:4]=[CH:5][C:6](=[O:7])[OH:8].[Cl-:11]. Starting materials: C(C)OC(=O)CNC1=C(C=CC(=C1)OC)[C@H]1CC=2C=CC(=CC2CC1)OC(C(C)(C)C)=O (pivalic acid (R)-6-[2-(ethoxycarbonylmethylamino)-4-methoxyphenyl]-5,6,7,8-tetrahydronaphthalen-2-yl ester), C(C1=CC=CC=C1)OC(=O)CC1=CC=C(C(=O)O)C=C1 (4-benzyloxycarbonylmethylbenzoic acid), C(C1=CC=CC=C1)OC(=O)CC1=CC=C(C(=O)CCOC(=O)CNC2=C(C=CC(=C2)OC)[C@H]2CC=3C=CC(=CC3CC2)OC(C(C)(C)C)=O)C=C1 (pivalic acid (R)-6-{2-[(4-benzyloxycarbonylmethylbenzoyl)ethoxycarbonylmethylamino]-4-methoxyphenyl}-5,6,7,8-tetrahydronaphthalen-2-yl ester). Reagents/catalysts: [Pd] (palladium). Solvent: CO (methanol). Product: C(=O)(O)CC1=CC=C(C(=O)CCOC(=O)CNC2=C(C=CC(=C2)OC)[C@H]2CC=3C=CC(=CC3CC2)OC(C(C)(C)C)=O)C=C1 (Pivalic acid (R)-6-{2-[(4-carboxymethylbenzoyl)ethoxycarbonylmethylamino]-4-methoxyphenyl}-5,6,7,8-tetrahydronaphthalen-2-yl ester). Isolated yield 97.7%. As a reaction SMILES: C(OC(CNC1C=C(OC)C=CC=1[C@@H]1CCC2C=C(OC(=O)C(C)(C)C)C=CC=2C1)=O)C.C(OC(CC1C=CC(C(O)=O)=CC=1)=O)C1C=CC=CC=1.C([O:60][C:61]([CH2:63][C:64]1[CH:103]=[CH:102][C:67]([C:68]([CH2:70][CH2:71][O:72][C:73]([CH2:75][NH:76][C:77]2[CH:82]=[C:81]([O:83][CH3:84])[CH:80]=[CH:79][C:78]=2[C@@H:85]2[CH2:94][CH2:93][C:92]3[CH:91]=[C:90]([O:95][C:96](=[O:101])[C:97]([CH3:100])([CH3:99])[CH3:98])[CH:89]=[CH:88][C:87]=3[CH2:86]2)=[O:74])=[O:69])=[CH:66][CH:65]=1)=[O:62])C1C=CC=CC=1>CO.[Pd]>[C:61]([CH2:63][C:64]1[CH:65]=[CH:66][C:67]([C:68]([CH2:70][CH2:71][O:72][C:73]([CH2:75][NH:76][C:77]2[CH:82]=[C:81]([O:83][CH3:84])[CH:80]=[CH:79][C:78]=2[C@@H:85]2[CH2:94][CH2:93][C:92]3[CH:91]=[C:90]([O:95][C:96](=[O:101])[C:97]([CH3:98])([CH3:100])[CH3:99])[CH:89]=[CH:88][C:87]=3[CH2:86]2)=[O:74])=[O:69])=[CH:102][CH:103]=1)([OH:62])=[O:60]. Procedure details: From pivalic acid (R)-6-[2-(ethoxycarbonylmethylamino)-4-methoxyphenyl]-5,6,7,8-tetrahydronaphthalen-2-yl ester (150 mg) and 4-benzyloxycarbonylmethylbenzoic acid (138 mg), according to an analogous synthetic method to Preparation Example 154, obtained was pivalic acid (R)-6-{2-[(4-benzyloxycarbonylmethylbenzoyl)ethoxycarbonylmethylamino]-4-methoxyphenyl}-5,6,7,8-tetrahydronaphthalen-2-yl ester (200 mg). A solution thereof in methanol (5 ml) was subjected to a catalytic reduction in the presence...